Dataset: the Open Reaction Database (ORD), a public repository of structured organic reaction records. Task: describe an organic reaction: reactants, conditions, products, and yield Procedure: 0.15 mol of a solution of n-BuLi in hexane is added dropwise to a mixture of 0.1 mol of 4'-n-pentyl-2,3-difluorobiphenyl (prepared from 1,2-difluorobenzene and 4-pentylcyclohexanone analogously to Example 3), in 250 ml of THF and 0.1 mol of potassium tert. butylate at -90° C. After stirring for 10 minutes at -85° C. a solution of 0.1 mol of 1-(4-propylphenyl)-2-iodoethane in 50 ml of THF and 2 ml of DMPU is added dropwise. After warming up to -40° C. and customary work-up 1-(4'-n-pentyl-2,3-difl... Reaction SMILES: [Li]CCCC.[CH2:6]([C:11]1[CH:16]=[CH:15][C:14]([C:17]2[CH:22]=[CH:21][CH:20]=[C:19]([F:23])[C:18]=2[F:24])=[CH:13][CH:12]=1)[CH2:7][CH2:8][CH2:9][CH3:10].FC1C=CC=CC=1F.C(C1CCC(=O)CC1)CCCC.[CH2:45]([C:48]1[CH:53]=[CH:52][C:51]([CH2:54][CH2:55]I)=[CH:50][CH:49]=1)[CH2:46][CH3:47]>CCCCCC.C1COCC1.CN1C(=O)N(C)CCC1>[CH2:6]([C:11]1[CH:16]=[CH:15][C:14]([C:17]2[CH:22]=[CH:21][C:20]([CH2:55][CH2:54][C:51]3[CH:50]=[CH:49][C:48]([CH2:45][CH2:46][CH3:47])=[CH:53][CH:52]=3)=[C:19]([F:23])[C:18]=2[F:24])=[CH:13][CH:12]=1)[CH2:7][CH2:8][CH2:9][CH3:10]. The reactants are C(CC)C1=CC=C(C=C1)CCI (1-(4-propylphenyl)-2-iodoethane), solution, [Li]CCCC (n-BuLi), C(CCCC)C1=CC=C(C=C1)C1=C(C(=CC=C1)F)F (4'-n-pentyl-2,3-difluorobiphenyl), FC1=C(C=CC=C1)F (1,2-difluorobenzene), C(CCCC)C1CCC(CC1)=O (4-pentylcyclohexanone), potassium tert. butylate. Solvent: C1CCOC1 (THF), CN1CCCN(C1=O)C (DMPU), CCCCCC (hexane), C1CCOC1 (THF). Conditions: temperature -40 celsius. Yields the product C(CCCC)C1=CC=C(C=C1)C1=C(C(=C(C=C1)CCC1=CC=C(C=C1)CCC)F)F (1-(4'-n-pentyl-2,3-difluorobiphenyl-4-yl)-2-(4-propylphenyl)-ethane). Reaction SMILES: [Br:18][CH2:19][CH2:20][O:21][CH3:22].[C:12](=[O:13])([O-:14])[O-:15].[CH3:1][CH:2]([CH:3]([CH2:4][N:5]1[CH2:6][CH2:7][CH2:8][CH2:9]1)[NH2:10])[CH3:11].[CH3:23][C:24]#[N:25].[K+:16].[K+:17]>>[CH3:1][CH:2]([CH:3]([CH2:4][N:5]1[CH2:6][CH2:7][CH2:8][CH2:9]1)[NH:10][CH2:19][CH2:20][O:21][CH3:22])[CH3:11]. Reactants: COCCBr, O=C([O-])[O-], CC(C)C(N)CN1CCCC1, CC#N, [K+], [K+]. Product: COCCNC(CN1CCCC1)C(C)C. Starting materials: CCCCn1c(=O)c(NC(=O)Nc2c(C(C)C)cc(CN3C(=O)c4ccccc4C3=O)cc2C(C)C)c(-c2cccc(OC)c2)c2cccnc21, CCO, ClC(Cl)Cl, NN, O, O. Yields the product CCCCn1c(=O)c(NC(=O)Nc2c(C(C)C)cc(CN)cc2C(C)C)c(-c2cccc(OC)c2)c2cccnc21. Reaction SMILES: [CH2:1]([CH2:2][CH2:3][CH3:4])[n:5]1[c:6](=[O:51])[c:7]([NH:23][C:24](=[O:25])[NH:26][c:27]2[c:28]([CH:48]([CH3:49])[CH3:50])[cH:29][c:30]([CH2:36][N:37]3[C:38](=[O:39])[c:40]4[cH:41][cH:42][cH:43][cH:44][c:45]4[C:46]3=[O:47])[cH:31][c:32]2[CH:33]([CH3:34])[CH3:35])[c:8](-[c:15]2[cH:16][c:17]([O:21][CH3:22])[cH:18][cH:19][cH:20]2)[c:9]2[cH:10][cH:11][cH:12][n:13][c:14]12.[CH2:56]([OH:57])[CH3:58].[CH:52]([Cl:53])([Cl:54])[Cl:55].[NH2:60][NH2:61].[OH2:59].[OH2:62]>>[CH2:1]([CH2:2][CH2:3][CH3:4])[n:5]1[c:6](=[O:51])[c:7]([NH:23][C:24](=[O:25])[NH:26][c:27]2[c:28]([CH:48]([CH3:49])[CH3:50])[cH:29][c:30]([CH2:36][NH2:37])[cH:31][c:32]2[CH:33]([CH3:34])[CH3:35])[c:8](-[c:15]2[cH:16][c:17]([O:21][CH3:22])[cH:18][cH:19][cH:20]2)[c:9]2[cH:10][cH:11][cH:12][n:13][c:14]12. Starting materials: CN1C2=CC[C@H]3[C@@H]4CC[C@@H]([C@@]4(C)CC[C@@H]3[C@]2(CCC1=O)C)C(=O)O (4-methyl-3-oxo-4-azaandrost-5-ene-17β-carboxylic acid), C1(=CC=CC=C1)C(C1=CC=CC=C1)N (diphenylmethylamine). The product is C1(=CC=CC=C1)C(NC(=O)[C@@H]1[C@]2(C)[C@@H](CC1)[C@@H]1CC=C3N(C(CC[C@]3(C)[C@H]1CC2)=O)C)C2=CC=CC=C2 (N-(Diphenylmethyl)-4-methyl-3-oxo-4-azaandrost-5-ene-17β-carboxamide). The yield is 82.0%. As a reaction SMILES: [CH3:1][N:2]1[C:19](=[O:20])[CH2:18][CH2:17][C@@:16]2([CH3:21])[C:3]1=[CH:4][CH2:5][C@@H:6]1[C@@H:15]2[CH2:14][CH2:13][C@@:11]2([CH3:12])[C@H:7]1[CH2:8][CH2:9][C@@H:10]2[C:22](O)=[O:23].[C:25]1([CH:31]([NH2:38])[C:32]2[CH:37]=[CH:36][CH:35]=[CH:34][CH:33]=2)[CH:30]=[CH:29][CH:28]=[CH:27][CH:26]=1>>[C:32]1([CH:31]([C:25]2[CH:26]=[CH:27][CH:28]=[CH:29][CH:30]=2)[NH:38][C:22]([C@H:10]2[CH2:9][CH2:8][C@H:7]3[C@H:6]4[C@H:15]([CH2:14][CH2:13][C@:11]23[CH3:12])[C@:16]2([CH3:21])[C:3]([N:2]([CH3:1])[C:19](=[O:20])[CH2:18][CH2:17]2)=[CH:4][CH2:5]4)=[O:23])[CH:33]=[CH:34][CH:35]=[CH:36][CH:37]=1. Procedure details: The title compound was prepared in a yield of 82% in a similar manner to that described in Example 1 by reacting 4-methyl-3-oxo-4-azaandrost-5-ene-17β-carboxylic acid (prepared as described in Preparation 5) and diphenylmethylamine. Reactants: IC=1C=C(C=O)C=CC1OC(F)(F)F (3-Iodo-4-(trifluoromethoxy)benzaldehyde), CN(C)C=O (DMF). Reagents/catalysts: C=1C=CC(=CC1)[P](C=2C=CC=CC2)(C=3C=CC=CC3)[Pd]([P](C=4C=CC=CC4)(C=5C=CC=CC5)C=6C=CC=CC6)([P](C=7C=CC=CC7)(C=8C=CC=CC8)C=9C=CC=CC9)[P](C=1C=CC=CC1)(C=1C=CC=CC1)C=1C=CC=CC1 (tetrakis(triphenylphosphine)palladium(0)), [C-]#N.[Zn+2].[C-]#N (zinc cyanide). Run in C1(=CC=CC=C1)C (toluene). Reaction conditions: temperature 100 celsius. The product is C(#N)C=1C=C(C=O)C=CC1OC(F)(F)F (3-Cyano-4-(trifluoromethoxy)benzaldehyde). RXN SMILES: I[C:2]1[CH:3]=[C:4]([CH:7]=[CH:8][C:9]=1[O:10][C:11]([F:14])([F:13])[F:12])[CH:5]=[O:6].[CH3:15][N:16](C=O)C>C1(C)C=CC=CC=1.[C-]#N.[Zn+2].[C-]#N.C1C=CC([P]([Pd]([P](C2C=CC=CC=2)(C2C=CC=CC=2)C2C=CC=CC=2)([P](C2C=CC=CC=2)(C2C=CC=CC=2)C2C=CC=CC=2)[P](C2C=CC=CC=2)(C2C=CC=CC=2)C2C=CC=CC=2)(C2C=CC=CC=2)C2C=CC=CC=2)=CC=1>[C:15]([C:2]1[CH:3]=[C:4]([CH:7]=[CH:8][C:9]=1[O:10][C:11]([F:14])([F:13])[F:12])[CH:5]=[O:6])#[N:16] |f:3.4.5,^1:35,37,56,75|. Reported procedure: To a stirred suspension of Compound 19 (6.85 g, 21.7 mmol) and zinc cyanide (4.07 g, 34.7 mmol) in dry DMF (35 ml) was added tetrakis(triphenylphosphine)palladium(0) (3.00 g, 2.60 mmol) portionwise at room temperature. The reaction mixture was heated at 100° C. for 9 h. The reaction mixture was diluted with toluene (100 ml)-2M NH3 aq. (100 ml). The organic layer was separated. The aqueous layer was diluted with toluene (100 ml), filtered through a pad of celite and the filter cake was washed wit...